Dataset: the Open Reaction Database (ORD), a public repository of structured organic reaction records. Task: describe an organic reaction: reactants, conditions, products, and yield Reported procedure: In 2.5 ml of N,N-dimethylformamide, 350 mg of 3-methylsulfonyl-5-(3-chlorophenyl)-1,2,4-thiadiazole and 117 mg of 2-pentyne-1-ol were dissolved, to the resulting solution was added 56 mg of sodium hydride (60% oily) with ice-cooling, and the mixture was stirred for 30 minutes, and further stirred at room temperature for 1 hour. Then, the reaction mixture was poured into an aqueous saturated sodium chloride solution, and the mixture was extracted with t-butyl methyl ether. The residue obtained by... The solvent is CN(C=O)C (N,N-dimethylformamide). Yield: 81.7%. The reactants are compound ( 78 ), [Cl-].[Na+] (sodium chloride), CS(=O)(=O)C1=NSC(=N1)C1=CC(=CC=C1)Cl (3-methylsulfonyl-5-(3-chlorophenyl)-1,2,4-thiadiazole), C(C#CCC)O (2-pentyne-1-ol), [H-].[Na+] (sodium hydride). Run at time 30 minute. Product: ClC=1C=C(C=CC1)C1=NC(=NS1)OCC#CCC (5-(3-chlorophenyl)-3-(2-pentynyloxy)-1,2,4-thiadiazole). RXN SMILES: CS([C:5]1[N:9]=[C:8]([C:10]2[CH:15]=[CH:14][CH:13]=[C:12]([Cl:16])[CH:11]=2)[S:7][N:6]=1)(=O)=O.[CH2:17]([OH:22])[C:18]#[C:19][CH2:20][CH3:21].[H-].[Na+].[Cl-].[Na+]>CN(C)C=O>[Cl:16][C:12]1[CH:11]=[C:10]([C:8]2[S:7][N:6]=[C:5]([O:22][CH2:17][C:18]#[C:19][CH2:20][CH3:21])[N:9]=2)[CH:15]=[CH:14][CH:13]=1 |f:2.3,4.5|.